This data is from the Open Reaction Database (ORD), a public repository of structured organic reaction records. The task is: describe an organic reaction: reactants, conditions, products, and yield The reactants are [N+](=O)([O-])C1=CC=C(C=C1)OC(O[C@@H](C)C(N[C@H]1C2=C(C3=C(N(C1=O)CC1CC1)C=CC=C3)C=CC=C2)=O)=O (carbonic acid (S)-1-((S)-5-cyclopropylmethyl-6-oxo-6,7-dihydro-5H-dibenzo[b,d]azepin-7-ylcarbamoyl)-ethyl ester 4-nitro-phenyl ester), 2,2,3,3,3, FC(CN)(C(F)(F)F)F (pentafluoropropylamine). The solvent is ClCCl.C(C)OC(C)=O (dichloromethane ethylacetate). The product is C1(CC1)CN1C2=C(C3=C([C@@H](C1=O)NC(=O)[C@H](C)OC(NCC(C(F)(F)F)(F)F)=O)C=CC=C3)C=CC=C2 ((2,2,3,3,3-pentafluoro-propyl)-carbamic acid (S)-1-((S)-5-cyclopropylmethyl-6-oxo-6,7-dihydro-5H-dibenzo[b,d]azepin-7-ylcarbamoyl)-ethyl ester). Yield: 98.0%. Reaction SMILES: [N+](C1C=CC([O:10][C:11](=O)[O:12][C@H:13]([C:15](=[O:37])[NH:16][C@@H:17]2[C:23](=[O:24])[N:22]([CH2:25][CH:26]3[CH2:28][CH2:27]3)[C:21]3[CH:29]=[CH:30][CH:31]=[CH:32][C:20]=3[C:19]3[CH:33]=[CH:34][CH:35]=[CH:36][C:18]2=3)[CH3:14])=CC=1)([O-])=O.[F:39][C:40]([F:47])([C:43]([F:46])([F:45])[F:44])[CH2:41][NH2:42]>ClCCl.C(OC(=O)C)C>[CH:26]1([CH2:25][N:22]2[C:23](=[O:24])[C@@H:17]([NH:16][C:15]([C@@H:13]([O:12][C:11](=[O:10])[NH:42][CH2:41][C:40]([F:47])([F:39])[C:43]([F:46])([F:45])[F:44])[CH3:14])=[O:37])[C:18]3[CH:36]=[CH:35][CH:34]=[CH:33][C:19]=3[C:20]3[CH:32]=[CH:31][CH:30]=[CH:29][C:21]2=3)[CH2:28][CH2:27]1 |f:2.3|. Procedure: 0.61 g (1.18 mmol) carbonic acid (S)-1-((S)-5-cyclopropylmethyl-6-oxo-6,7-dihydro-5H-dibenzo[b,d]azepin-7-ylcarbamoyl)-ethyl ester 4-nitro-phenyl ester and 2.5 ml 2,2,3,3,3. pentafluoropropylamine were stirred at room temperature over night. Chromatography on silicagel with dichloromethane/ethylacetate (100-70/0-30) yielded 0.61 g (98%) (2,2,3,3,3-pentafluoro-propyl)-carbamic acid (S)-1-((S)-5-cyclopropylmethyl-6-oxo-6,7-dihydro-5H-dibenzo[b,d]azepin-7-ylcarbamoyl)-ethyl ester as white solid; MS... The reactants are [F-].C(CCC)[N+](CCCC)(CCCC)CCCC (tetrabutylammonium fluoride), COC(CCCC#CC1=CC(=CC(=C1)C(O[SiH2]C(C)(C)C)(C)C)C(O[SiH2]C(C)(C)C)(C)C)=O (6-[3,5-Bis-(tert-butyl-dimethyl-silyloxymethyl)-phenyl]-hex-5-ynoic acid methyl ester), C(C)(=O)OCC (ethyl acetate). Run in C1CCOC1 (THF), O1CCCC1 (tetrahydrofurane). Conditions: time 75 minute. The product is COC(CCCC#CC1=CC(=CC(=C1)CO)CO)=O (6-(3,5-Bis-hydroxymethyl-phenyl)-hex-5-ynoic acid methyl ester). Isolated yield 85.9%. Reaction SMILES: [CH3:1][O:2][C:3](=[O:33])[CH2:4][CH2:5][CH2:6][C:7]#[C:8][C:9]1[CH:14]=[C:13]([C:15](C)(C)[O:16][SiH2]C(C)(C)C)[CH:12]=[C:11]([C:24](C)(C)[O:25][SiH2]C(C)(C)C)[CH:10]=1.[F-].C([N+](CCCC)(CCCC)CCCC)CCC.C(OCC)(=O)C>O1CCCC1>[CH3:1][O:2][C:3](=[O:33])[CH2:4][CH2:5][CH2:6][C:7]#[C:8][C:9]1[CH:10]=[C:11]([CH2:24][OH:25])[CH:12]=[C:13]([CH2:15][OH:16])[CH:14]=1 |f:1.2|. Reported procedure: To a cooled (0° C.) solution of 6-[3,5-Bis-(tert-butyl-dimethyl-silyloxymethyl)-phenyl]-hex-5-ynoic acid methyl ester (140 mg) in anhydrous tetrahydrofurane (0.3 mL) was slightly added a solution of tetrabutylammonium fluoride 1 M in THF (716 μL). After 75 min at rt, ethyl acetate (20 mL) was added and the organic phase was washed three times with water (5 mL) and once with a saturated aqueous solution of sodium chloride (5 mL), dried over sodium sulfate and concentrated in vacuo to a residue. T... Reactants: ClC1=CC(=C(C=C1)C(O)C1=CN=CS1)OC ((4-chloro-2-methoxyphenyl)(1,3-thiazol-5-yl)methanol), FC(C(=O)O)(F)F (trifluoroacetic acid), C(C)[SiH](CC)CC (triethylsilane). The solvent is C(Cl)Cl (methylene chloride). Yields the product ClC1=CC(=C(CC2=CN=CS2)C=C1)OC (5-(4-chloro-2-methoxybenzyl)-1,3-thiazole). The yield is 56.3%. RXN SMILES: [Cl:1][C:2]1[CH:7]=[CH:6][C:5]([CH:8]([C:10]2[S:14][CH:13]=[N:12][CH:11]=2)O)=[C:4]([O:15][CH3:16])[CH:3]=1.FC(F)(F)C(O)=O.C([SiH](CC)CC)C>C(Cl)Cl>[Cl:1][C:2]1[CH:7]=[CH:6][C:5]([CH2:8][C:10]2[S:14][CH:13]=[N:12][CH:11]=2)=[C:4]([O:15][CH3:16])[CH:3]=1. Procedure: A mixture of Example 679A (204 mg, 0.8 mmol), trifluoroacetic acid (0.87 mL, 8 mmol), and triethylsilane (1.27 mL, 8 mmol) in methylene chloride was stirred at room temperature for 5 days. The solution was concentrated under vacuum, diluted with methylene chloride, and poured into 2M NaOH. The organic layer was washed with brine, dried (MgSO4), filtered, and concentrated under vacuum. The residue was then purified by flash column chromatography on silica gel with 1:1 hexanes/methylene chloride t... Starting materials: 5-methyl-2H-amino pyrazol, IC=1C=C(C=CC1)O (3-iodo-phenol), C[C@@H]1N([C@@H](CCC1)C)C1=NN=C2N1C=C(C=C2)O[C@@H]2CC[C@@H](C1=CC=CC=C21)NC(NC2=CC(=NN2C=2C=NN(C2)CCOS(=O)(=O)C)C(C)C)=O (Methanesulfonic acid 2-[5-(3-{(1S,4R)-4-[3-((2S,6R)-2,6-dimethyl-piperidin-1-yl)-[1,2,4]triazolo[4,3-a]pyridin-6-yloxy]-1,2,3,4-tetrahydro-naphthalen-1-yl}-ureido)-3-isopropyl-[1,4′]bipyrazolyl-1′-yl]-ethyl ester). Product: NC1=CC(=NN1C=1C=C(C=CC1)O)C (3-(5-Amino-3-methyl-pyrazol-1-yl)-phenol). RXN SMILES: I[C:2]1[CH:3]=[C:4]([OH:8])[CH:5]=[CH:6][CH:7]=1.C[C@H]1CCC[C@@H](C)N1C1N2C=C(O[C@H]3C4C(=CC=CC=4)[C@@H](NC(=O)[NH:39][C:40]4[N:44](C5C=NN(CCOS(C)(=O)=O)C=5)[N:43]=[C:42]([CH:57](C)C)[CH:41]=4)CC3)C=CC2=NN=1>>[NH2:39][C:40]1[N:44]([C:2]2[CH:3]=[C:4]([OH:8])[CH:5]=[CH:6][CH:7]=2)[N:43]=[C:42]([CH3:57])[CH:41]=1. Procedure details: The title compound was prepared starting from 5-methyl-2H-amino pyrazol (500 mg, 5.1 mmol) and 3-iodo-phenol (1.25 g, 5.7 mmol) by using an analogous procedure to that described for Intermediate A step b. LCMS (Method 3): Rt 0.99 min, m/z=190 [MH+].